From a dataset of the Open Reaction Database (ORD), a public repository of structured organic reaction records. describe an organic reaction: reactants, conditions, products, and yield Reactants: C1(CC1)N1C=C(C(C2=CC(=C(C(=C12)F)F)F)=O)C(=O)O (1-Cyclopropyl-6,7,8-trifluoro-1,4-dihydro-4-oxoquinoline-3-carboxylic acid), Cl.CC=1N=NN(C1C)C1CNCC1 (3-(4 , 5-dimethyl-1,2,3-triazol-1-yl)pyrrolidine hydrochloride), C1CCC2=NCCCN2CC1 (DBU). The solvent is N1=CC=CC=C1 (pyridine). Yields the product C1(CC1)N1C=C(C(C2=CC(=C(C(=C12)F)N1CC(CC1)N1N=NC(=C1C)C)F)=O)C(=O)O (1-Cyclopropyl-6,8-difluoro-7-[3-(4,5-dimethyl-1,2,3-triazol-1-yl)pyrrolidin-1-yl]-1,4-dihydro-4-oxoquinoline -3-carboxylic acid). Reaction SMILES: [CH:1]1([N:4]2[C:13]3[C:8](=[CH:9][C:10]([F:16])=[C:11](F)[C:12]=3[F:14])[C:7](=[O:17])[C:6]([C:18]([OH:20])=[O:19])=[CH:5]2)[CH2:3][CH2:2]1.Cl.[CH3:22][C:23]1[N:24]=[N:25][N:26]([CH:29]2[CH2:33][CH2:32][NH:31][CH2:30]2)[C:27]=1[CH3:28].C1CCN2C(=NCCC2)CC1>N1C=CC=CC=1>[CH:1]1([N:4]2[C:13]3[C:8](=[CH:9][C:10]([F:16])=[C:11]([N:31]4[CH2:32][CH2:33][CH:29]([N:26]5[C:27]([CH3:28])=[C:23]([CH3:22])[N:24]=[N:25]5)[CH2:30]4)[C:12]=3[F:14])[C:7](=[O:17])[C:6]([C:18]([OH:20])=[O:19])=[CH:5]2)[CH2:2][CH2:3]1 |f:1.2|. Reported procedure: 1-Cyclopropyl-6,7,8-trifluoro-1,4-dihydro-4-oxoquinoline-3-carboxylic acid (100 mg, 0.36 mmol) was reacted with 3-(4 , 5-dimethyl-1,2,3-triazol-1-yl)pyrrolidine hydrochloride (182 mg, 0.9 mmol) in 8 ml of dry pyridine in the presence of 137 mg (0.9 mmol) of DBU at 115° C. for five days. The small amount of the solid was filtered off and the supernatant was evaporated to dryness. To the residue, water and a few drops of acetonitrile were added. The solid was collected to afford after drying 125 m... Reactants: C(CN)N (ethylenediamine), C1(CCCCC1)=O (cyclohexanone). The reagents and catalysts are [Pt] (platinum). Conditions: time 6 hour. The product is C1(CCCCC1)NCCN (N-cyclohexyl ethylenediamine). As a reaction SMILES: [CH2:1]([NH2:4])[CH2:2][NH2:3].[C:5]1(=O)[CH2:10][CH2:9][CH2:8][CH2:7][CH2:6]1>[Pt]>[CH:5]1([NH:3][CH2:2][CH2:1][NH2:4])[CH2:10][CH2:9][CH2:8][CH2:7][CH2:6]1. Reported procedure: In this example the ratio of ethylenediamine:cyclohexanone, the reaction temperature, and the H2 :feed ratio were varied using as a catalyst 0.3 weight percent platinum (sulfided) on gamma-alumina in a non-aqueous environment. Samples were taken every 6 hours to afford the results in Table 1. Yields the product ClC=1SC2=C(N1)C(=CC(=C2N2C(NC(=CC2=O)C(F)(F)F)=O)F)Cl (3-[2,4-Dichloro-6-fluorobenzothiazol-7-yl]-6-trifluoromethyl-2,4(1H,3H)-pyrimidinedione). Reported procedure: 1.6 g of sodium hydride (97% strength) in 200 ml of absolute dimethylformamide were initially taken. 11.0 g of ethyl 3-amino-4,4,4-trifluorobut-2-enecarboxylate were then added dropwise at from 0° to 5° C. Stirring was carried out for one hour at this temperature, after which the mixture was cooled to -30° C. and 16.2 g of 2,4-dichloro-6-fluoro-7-isocyanatobenzothiazole in 50 ml of absolute tetrahydrofuran were then added dropwise. The mixture was stirred for one hour at this temperature and the... The solvent is O1CCCC1 (tetrahydrofuran). Starting materials: ClC=1SC2=C(N1)C(=CC(=C2N=C=O)F)Cl (2,4-dichloro-6-fluoro-7-isocyanatobenzothiazole), [H-].[Na+] (sodium hydride), ice water, Cl (hydrochloric acid), NC(=CCC(=O)OCC)C(F)(F)F (ethyl 3-amino-4,4,4-trifluorobut-2-enecarboxylate), CN(C=O)C (dimethylformamide). As a reaction SMILES: [H-].[Na+].[NH2:3][C:4]([C:12]([F:15])([F:14])[F:13])=[CH:5][CH2:6]C(OCC)=O.[Cl:16][C:17]1[S:18][C:19]2[C:25]([N:26]=[C:27]=[O:28])=[C:24]([F:29])[CH:23]=[C:22]([Cl:30])[C:20]=2[N:21]=1.Cl.CN(C)C=[O:35]>O1CCCC1>[Cl:16][C:17]1[S:18][C:19]2[C:25]([N:26]3[C:6](=[O:35])[CH:5]=[C:4]([C:12]([F:13])([F:14])[F:15])[NH:3][C:27]3=[O:28])=[C:24]([F:29])[CH:23]=[C:22]([Cl:30])[C:20]=2[N:21]=1 |f:0.1|. Reaction conditions: temperature -30 celsius, time 1 hour. Solvent: N1=CC=CC=C1 (pyridine). RXN SMILES: [CH3:1][C:2]1[NH:6][CH:5]=[N:4][C:3]=1[C:7](Cl)=[O:8].[Cl:10][C:11]1[CH:12]=[C:13]([CH:15]=[CH:16][CH:17]=1)[NH2:14]>N1C=CC=CC=1>[Cl:10][C:11]1[CH:12]=[C:13]([NH:14][C:7]([C:3]2[N:4]=[CH:5][NH:6][C:2]=2[CH3:1])=[O:8])[CH:15]=[CH:16][CH:17]=1. Procedure: Under a dry nitrogen atmosphere a solution of 5-methyl-1H-imidazole-4-carboxylic acid chloride (1.5 g, 0.01 mole) and 3-chloroaniline (1.3 g, 0.01 mole) in 25 ml of pyridine was stirred at ambient temperature for two days. The reaction mixture was then concentrated under reduced pressure, and the residue was slurried with aqueous saturated sodium bicarbonate. The resultant solid was collected by filtration, washed with water, and recrystallized, yielding N-(3-chlorophenyl)-5-methyl-1H-imidazole-... The reactants are CC1=C(N=CN1)C(=O)Cl (5-methyl-1H-imidazole-4-carboxylic acid chloride), ClC=1C=C(N)C=CC1 (3-chloroaniline). Yields the product ClC=1C=C(C=CC1)NC(=O)C=1N=CNC1C (N-(3-chlorophenyl)-5-methyl-1H-imidazole-4-carboxamide). Starting materials: Cl (HCl), [OH-].[Na+] (NaOH), N([C@@H]([C@H](OCC1=CC=CC=C1)C)C(=O)N1[C@H](C(=O)OCC2=CC=CC=C2)CCC1)C(=O)OC(C)(C)C (BOC-Thr(Bzl)-Pro-OBzl). Run in C(C)(=O)OCC (ethyl acetate), CO (methanol), CO (methanol). Product: N([C@@H]([C@H](OCC1=CC=CC=C1)C)C(=O)N1[C@H](C(=O)O)CCC1)C(=O)OC(C)(C)C (BOC-Thr(Bzl)-Pro-OH). Yield: 74.7%. RXN SMILES: [NH:1]([C:30]([O:32][C:33]([CH3:36])([CH3:35])[CH3:34])=[O:31])[C@H:2]([C:13]([N:15]1[CH2:29][CH2:28][CH2:27][C@H:16]1[C:17]([O:19]CC1C=CC=CC=1)=[O:18])=[O:14])[C@@H:3]([CH3:12])[O:4][CH2:5][C:6]1[CH:11]=[CH:10][CH:9]=[CH:8][CH:7]=1.[OH-].[Na+].Cl>CO.C(OCC)(=O)C>[NH:1]([C:30]([O:32][C:33]([CH3:34])([CH3:36])[CH3:35])=[O:31])[C@H:2]([C:13]([N:15]1[CH2:29][CH2:28][CH2:27][C@H:16]1[C:17]([OH:19])=[O:18])=[O:14])[C@@H:3]([CH3:12])[O:4][CH2:5][C:6]1[CH:7]=[CH:8][CH:9]=[CH:10][CH:11]=1 |f:1.2|. Procedure: Substance [5] (52.78 g, 106.29 mM) was dissolved in methanol (300 ml). 1 N NaOH (150 ml, 1.4 molar excess) was added dropwise during 20 minutes with ice cooling and then the mixture was stirred at room temperature. 1 N HCl (43.71 ml, 0.4 molar excess) was added with ice cooling to adjust to pH 7 and methanol was distilled off in vacuo. The aqueous layer was washed with ether (150 ml) and the pH of the aqueous layer was adjusted to pH 3 by adding 1 N HCl (110 ml). The solution was extracted twice... Starting materials: N1N=CN=C1 (1,2,4-triazole), [H-].[Na+] (sodium hydride), BrCC1(OC1C1=C(C=C(C=C1)Cl)Cl)C1=CC=C(C=C1)Cl (2-bromomethyl-2-(4-chlorophenyl)-3-(2,4-dichlorophenyl)-oxirane), [I-].[K+] (potassium iodide). Solvent: CN(C=O)C (N,N-dimethylformamide), CN(C=O)C (N,N-dimethylformamide). Conditions: time 8 hour. Yields the product N1(N=CN=C1)CC1(OC1C1=C(C=C(C=C1)Cl)Cl)C1=CC=C(C=C1)Cl (2-(1,2,4-triazol-1-ylmethyl)-2-(4-chlorophenyl)-3-(2,4-dichlorophenyl)-oxirane). Isolated yield 81.5%. RXN SMILES: [NH:1]1[CH:5]=[N:4][CH:3]=[N:2]1.[H-].[Na+].Br[CH2:9][C:10]1([C:21]2[CH:26]=[CH:25][C:24]([Cl:27])=[CH:23][CH:22]=2)[CH:12]([C:13]2[CH:18]=[CH:17][C:16]([Cl:19])=[CH:15][C:14]=2[Cl:20])[O:11]1.[I-].[K+]>CN(C)C=O>[N:1]1([CH2:9][C:10]2([C:21]3[CH:26]=[CH:25][C:24]([Cl:27])=[CH:23][CH:22]=3)[CH:12]([C:13]3[CH:18]=[CH:17][C:16]([Cl:19])=[CH:15][C:14]=3[Cl:20])[O:11]2)[CH:5]=[N:4][CH:3]=[N:2]1 |f:1.2,4.5|. Reported procedure: 20.9 g of 1,2,4-triazole and 4.4 g of sodium hydride (50% strength dispersion in mineral oil) were dispersed in 150 mL of N,N-dimethylformamide, and a solution of 39.2 g of 2-bromomethyl-2-(4-chlorophenyl)-3-(2,4-dichlorophenyl)-oxirane (isomer A) and 16.6 g of potassium iodide in 150 ml of N,N-dimethylformamide was added at room temperature. After 8 hours, the reaction solution was worked up as described in Example 2, and the product was recrystallized from diisopropyl ether. 31 g (81.9%) of 2-... As a reaction SMILES: [C:1]([C:5]1[N:10]=[CH:9][C:8]([C:11]2[N:12]([C:32](Cl)=[O:33])[C@@:13]([C:25]3[CH:30]=[CH:29][C:28]([Cl:31])=[CH:27][CH:26]=3)([CH3:24])[C@@:14]([C:17]3[CH:22]=[CH:21][C:20]([Cl:23])=[CH:19][CH:18]=3)([CH3:16])[N:15]=2)=[C:7]([O:35][CH2:36][CH3:37])[CH:6]=1)([CH3:4])([CH3:3])[CH3:2].[NH:38]1[CH2:42][CH2:41][CH:40]([OH:43])[CH2:39]1>>[C:1]([C:5]1[N:10]=[CH:9][C:8]([C:11]2[N:12]([C:32]([N:38]3[CH2:42][CH2:41][CH:40]([OH:43])[CH2:39]3)=[O:33])[C@@:13]([C:25]3[CH:26]=[CH:27][C:28]([Cl:31])=[CH:29][CH:30]=3)([CH3:24])[C@@:14]([C:17]3[CH:18]=[CH:19][C:20]([Cl:23])=[CH:21][CH:22]=3)([CH3:16])[N:15]=2)=[C:7]([O:35][CH2:36][CH3:37])[CH:6]=1)([CH3:2])([CH3:3])[CH3:4]. Reported procedure: In a manner analogous to the method described in examples 8, (4S,5R)-2-(6-tert-butyl-4-ethoxy-pyridin-3-yl)-4,5-bis-(4-chloro-phenyl)-4,5-dimethyl-4,5-dihydro-imidazole-1-carbonyl chloride (example 51) was coupled with pyrrolidin-3-ol (Aldrich) to give the title compound as a mixture of diastereomers. HR-MS (ES, m/z) calculated for C33H39Cl2N4O3 [(M+H)+] 609.2394, observed 609.2393. Starting materials: C(C)(C)(C)C1=CC(=C(C=N1)C=1N([C@]([C@](N1)(C)C1=CC=C(C=C1)Cl)(C)C1=CC=C(C=C1)Cl)C(=O)Cl)OCC ((4S,5R)-2-(6-tert-butyl-4-ethoxy-pyridin-3-yl)-4,5-bis-(4-chloro-phenyl)-4,5-dimethyl-4,5-dihydro-imidazole-1-carbonyl chloride), N1CC(CC1)O (pyrrolidin-3-ol). Yields the product C(C)(C)(C)C1=CC(=C(C=N1)C=1N([C@]([C@](N1)(C)C1=CC=C(C=C1)Cl)(C)C1=CC=C(C=C1)Cl)C(=O)N1CC(CC1)O)OCC ([(4S,5R)-2-(6-tert-Butyl-4-ethoxy-pyridin-3-yl)-4,5-bis-(4-chloro-phenyl)-4,5-dimethyl-4,5-dihydro-imidazol-1-yl]-(3-hydroxy-pyrrolidin-1-yl)-methanone). The product is O=c1nc(COc2ccc(Cl)cc2)cc[nH]1. As a reaction SMILES: [CH2:23]1[O:24][CH2:25][CH2:26][CH2:27]1.[Cl:1][c:2]1[cH:3][cH:4][c:5]([O:6][CH2:7][c:8]2[n:9][c:10]([S:14]([CH3:15])(=[O:16])=[O:17])[n:11][cH:12][cH:13]2)[cH:18][cH:19]1.[ClH:22].[Na+:21].[OH-:20]>>[Cl:1][c:2]1[cH:3][cH:4][c:5]([O:6][CH2:7][c:8]2[n:9][c:10](=[O:20])[nH:11][cH:12][cH:13]2)[cH:18][cH:19]1. Reactants: C1CCOC1, CS(=O)(=O)c1nccc(COc2ccc(Cl)cc2)n1, Cl, [Na+], [OH-]. Reactants: C(C)OC(=O)C=1C(=NN(C1)COCC1=CC=CC=C1)OCC1=CC=CC=C1 (3-benzyloxy-1-benzyloxymethyl-1H-pyrazole-4-carboxylic acid ethyl ester), [H-].[Al+3].[Li+].[H-].[H-].[H-] (lithium aluminum hydride), O (water). The solvent is O1CCCC1 (tetrahydrofuran). Conditions: time 3 hour. The product is C(C1=CC=CC=C1)OC1=NN(C=C1CO)COCC1=CC=CC=C1 ((3-Benzyloxy-1-benzyloxymethyl-1H-pyrazole-4-yl)methanol). Yield: 99.1%. As a reaction SMILES: [H-].[Al+3].[Li+].[H-].[H-].[H-].C([O:9][C:10]([C:12]1[C:13]([O:26][CH2:27][C:28]2[CH:33]=[CH:32][CH:31]=[CH:30][CH:29]=2)=[N:14][N:15]([CH2:17][O:18][CH2:19][C:20]2[CH:25]=[CH:24][CH:23]=[CH:22][CH:21]=2)[CH:16]=1)=O)C.O>O1CCCC1>[CH2:27]([O:26][C:13]1[C:12]([CH2:10][OH:9])=[CH:16][N:15]([CH2:17][O:18][CH2:19][C:20]2[CH:25]=[CH:24][CH:23]=[CH:22][CH:21]=2)[N:14]=1)[C:28]1[CH:29]=[CH:30][CH:31]=[CH:32][CH:33]=1 |f:0.1.2.3.4.5|. Procedure details: To a suspension of lithium aluminum hydride (0.13 g) in tetrahydrofuran (5 mL) was added 3-benzyloxy-1-benzyloxymethyl-1H-pyrazole-4-carboxylic acid ethyl ester (0.65 g) at room temperature, and this mixture was stirred at same temperature for 3 hours. To this reaction mixture was added water, and the insoluble material was removed by filtration. This filtrate was dried over anhydrous magnesium sulfate, and this solvent was removed under reduced pressure to give the title compound (0.57 g). Reactants: ClC/C=C/C(=O)Cl (4-Chlorocrotonyl chloride), C(CC)NCCC (dipropylamine). Run in CCOCC (ether), CCOCC (ether). Conditions: time 1.5 hour. The product is ClC/C=C/C(=O)N(CCC)CCC (4-chloro-N,N-dipropylcrotonamide). As a reaction SMILES: [Cl:1][CH2:2]/[CH:3]=[CH:4]/[C:5](Cl)=[O:6].[CH2:8]([NH:11][CH2:12][CH2:13][CH3:14])[CH2:9][CH3:10]>CCOCC>[Cl:1][CH2:2]/[CH:3]=[CH:4]/[C:5]([N:11]([CH2:12][CH2:13][CH3:14])[CH2:8][CH2:9][CH3:10])=[O:6]. Procedure details: 4-Chlorocrotonyl chloride (1.02 g, 7.35 mmol) in ether (10 ml) is combined with dipropylamine (1.64 g, 16.17 mmol) in ether (5 ml) at -15° C. in a flame dried flask. The reaction is warmed to ambient temperature, stirred for 1 to 2 hours, quenched with water (30 ml), extracted with ethyl acetate (2×30 ml), washed with saline (30 ml), dried over sodium sulfate, concentrated in vacuo, and chromatographed on silica gel (230-400 mesh, 100 ml), eluting with hexane/ethyl acetate (60/40). The appropria...